The task is: describe an organic reaction: reactants, conditions, products, and yield. This data is from the Open Reaction Database (ORD), a public repository of structured organic reaction records. The reactants are CN1C(=O)CCN(Cc2ccccc2)c2nc(Cl)ncc21, CCO, Cl, COc1cc(C(=O)O)ccc1N, O. Product: COc1cc(C(=O)O)ccc1Nc1ncc2c(n1)N(Cc1ccccc1)CCC(=O)N2C. As a reaction SMILES: [CH2:1]([c:2]1[cH:3][cH:4][cH:5][cH:6][cH:7]1)[N:8]1[c:9]2[c:10]([cH:17][n:18][c:19]([Cl:21])[n:20]2)[N:11]([CH3:16])[C:12](=[O:15])[CH2:13][CH2:14]1.[CH3:34][CH2:35][OH:36].[ClH:37].[NH2:22][c:23]1[c:24]([O:32][CH3:33])[cH:25][c:26]([C:27](=[O:28])[OH:29])[cH:30][cH:31]1.[OH2:38]>>[CH2:1]([c:2]1[cH:3][cH:4][cH:5][cH:6][cH:7]1)[N:8]1[c:9]2[c:10]([cH:17][n:18][c:19]([NH:22][c:23]3[c:24]([O:32][CH3:33])[cH:25][c:26]([C:27](=[O:28])[OH:29])[cH:30][cH:31]3)[n:20]2)[N:11]([CH3:16])[C:12](=[O:15])[CH2:13][CH2:14]1. Reactants: C(C)(C)C1=NN(C2=NC=CC(=C21)C=2C=NC1=CC=CC=C1C2)C2=CC(=C(C#N)C=C2)NC2=CC=C(C=C2)N2CCOCC2 (4-{3-isopropyl-4-(quinolin-3-yl)-1H-pyrazolo[3,4-b]pyridin-1-yl}-2-(4-morpholinophenylamino)benzonitrile), C(C)(C)C1=NN(C2=NC=CC(=C21)C=2C=NC1=CC=CC=C1C2)C2=CC(=C(C#N)C=C2)NC2=CC=C(C=C2)N2CCOCC2 (4-{3-isopropyl-4-(quinolin-3-yl)-1H-pyrazolo[3,4-b]pyridin-1-yl}-2-(4-morpholinophenylamino)benzonitrile), compound ( 6d ), O1CCN(CC1)C1=CC=C(N)C=C1 (4-morpholinoaniline). Yields the product C(C)(C)C1=NN(C2=NC=CC(=C21)C=2C=NC1=CC=CC=C1C2)C2=CC(=C(C(=O)N)C=C2)NC2=CC=C(C=C2)N2CCOCC2 (4-{3-Isopropyl-4-(quinolin-3-yl)-1H-pyrazolo[3,4-b]pyridin-1-yl}-2-(4-morpholinophenylamino)benzamide). Isolated yield 11.0%. RXN SMILES: [CH:1]([C:4]1[C:12]2[C:7](=[N:8][CH:9]=[CH:10][C:11]=2[C:13]2[CH:14]=[N:15][C:16]3[C:21]([CH:22]=2)=[CH:20][CH:19]=[CH:18][CH:17]=3)[N:6]([C:23]2[CH:30]=[CH:29][C:26]([C:27]#[N:28])=[C:25]([NH:31][C:32]3[CH:37]=[CH:36][C:35]([N:38]4[CH2:43][CH2:42][O:41][CH2:40][CH2:39]4)=[CH:34][CH:33]=3)[CH:24]=2)[N:5]=1)([CH3:3])[CH3:2].[O:44]1CCN(C2C=CC(N)=CC=2)CC1>>[CH:1]([C:4]1[C:12]2[C:7](=[N:8][CH:9]=[CH:10][C:11]=2[C:13]2[CH:14]=[N:15][C:16]3[C:21]([CH:22]=2)=[CH:20][CH:19]=[CH:18][CH:17]=3)[N:6]([C:23]2[CH:30]=[CH:29][C:26]([C:27]([NH2:28])=[O:44])=[C:25]([NH:31][C:32]3[CH:37]=[CH:36][C:35]([N:38]4[CH2:39][CH2:40][O:41][CH2:42][CH2:43]4)=[CH:34][CH:33]=3)[CH:24]=2)[N:5]=1)([CH3:3])[CH3:2]. Procedure: According to Example 1(6), 4-{3-isopropyl-4-(quinolin-3-yl)-1H-pyrazolo[3,4-b]pyridin-1-yl}-2-(4-morpholinophenylamino)benzonitrile was prepared using compound (6d) instead of compound (1e) and using 4-morpholinoaniline instead of trans-aminocyclohexanol and was used in the subsequent reaction without being purified. According to Example 1(7), compound (33) (the second stage yield: 11%) was prepared as a white solid using 4-{3-isopropyl-4-(quinolin-3-yl)-1H-pyrazolo[3,4-b]pyridin-1-yl}-2-(4-morp... Reactants: CC(C)(C)OC(=O)NCC(=O)Nc1ccc(-c2cccc3nc(NC(=O)C4CC4)nn23)cc1, CS(C)=O, ClCCl, Cc1ccc(S(=O)(=O)O)cc1. The product is NCC(=O)Nc1ccc(-c2cccc3nc(NC(=O)C4CC4)nn23)cc1. Reaction SMILES: [C:1]([O:2][C:3](=[O:4])[NH:7][CH2:8][C:9]([NH:10][c:11]1[cH:12][cH:13][c:14](-[c:17]2[cH:18][cH:19][cH:20][c:21]3[n:22]2[n:23][c:24]([NH:26][C:27](=[O:28])[CH:29]2[CH2:30][CH2:31]2)[n:25]3)[cH:15][cH:16]1)=[O:32])([CH3:5])([CH3:6])[CH3:33].[CH3:45][S:46]([CH3:47])=[O:48].[Cl:49][CH2:50][Cl:51].[c:34]1([CH3:35])[cH:36][cH:37][c:38]([S:39]([OH:40])(=[O:41])=[O:42])[cH:43][cH:44]1>>[NH2:7][CH2:8][C:9]([NH:10][c:11]1[cH:12][cH:13][c:14](-[c:17]2[cH:18][cH:19][cH:20][c:21]3[n:22]2[n:23][c:24]([NH:26][C:27](=[O:28])[CH:29]2[CH2:30][CH2:31]2)[n:25]3)[cH:15][cH:16]1)=[O:32]. Starting materials: CC(=O)O, CC#N, O=C(O)C1=Cc2cc(OC(F)(F)F)cc(C#Cc3ccccn3)c2OC1C(F)(F)F. Yields the product O=C(O)C1=Cc2cc(OC(F)(F)F)cc(CCc3ccccn3)c2OC1C(F)(F)F. RXN SMILES: [C:34]([OH:35])(=[O:36])[CH3:37].[CH3:31][C:32]#[N:33].[n:1]1[c:2]([C:7]#[C:8][c:9]2[cH:10][c:11]([O:26][C:27]([F:28])([F:29])[F:30])[cH:12][c:13]3[c:18]2[O:17][CH:16]([C:19]([F:20])([F:21])[F:22])[C:15]([C:23](=[O:24])[OH:25])=[CH:14]3)[cH:3][cH:4][cH:5][cH:6]1>>[n:1]1[c:2]([CH2:7][CH2:8][c:9]2[cH:10][c:11]([O:26][C:27]([F:28])([F:29])[F:30])[cH:12][c:13]3[c:18]2[O:17][CH:16]([C:19]([F:20])([F:21])[F:22])[C:15]([C:23](=[O:24])[OH:25])=[CH:14]3)[cH:3][cH:4][cH:5][cH:6]1. Reactants: CC(C)(C)O, C[N+]1([O-])CCOCC1, CC(C)=O, COC(=O)C=Cc1ccccc1[N+](=O)[O-], [Na+], O, O=S([O-])O. The product is COC(=O)C(O)C(O)c1ccccc1[N+](=O)[O-]. As a reaction SMILES: [C:30]([OH:31])([CH3:32])([CH3:33])[CH3:34].[CH3:16][N+:17]1([O-:18])[CH2:19][CH2:21][O:20][CH2:22][CH2:23]1.[CH3:35][C:36](=[O:37])[CH3:38].[N+:1](=[O:2])([O-:3])[c:4]1[c:5]([CH:10]=[CH:11][C:12](=[O:13])[O:14][CH3:15])[cH:6][cH:7][cH:8][cH:9]1.[Na+:29].[OH2:24].[S:25](=[O:26])([OH:27])[O-:28]>>[N+:1](=[O:2])([O-:3])[c:4]1[c:5]([CH:10]([CH:11]([C:12](=[O:13])[O:14][CH3:15])[OH:24])[OH:20])[cH:6][cH:7][cH:8][cH:9]1. The reactants are S(O)(O)(=O)=O (sulfuric acid), crude product, O=C[C@@H](O)[C@@H](O)[C@@H](O)CO (L-ribose), C(C)(=O)OC1[C@@H](OC(C)=O)[C@@H](OC(C)=O)[C@@H](O1)COC(C)=O (1,2,3,5-tetra-O-acetyl-L-ribofuranose), S(O)(O)(=O)=O (sulfuric acid), resultant mixture, C([O-])([O-])=O.[Li+].[Li+] (lithium carbonate), crude product. The solvent is C(C)(=O)OC(C)=O (acetic anhydride), C(C)(=O)OC(C)=O (acetic anhydride), C(C)(C)O (isopropyl alcohol), O (water), C(C)(=O)O (acetic acid), CO (methanol). Yields the product C(C)(=O)O[C@@H]1[C@@H](OC(C)=O)[C@@H](OC(C)=O)[C@@H](O1)COC(C)=O (1,2,3,5-tetra-O-acetyl-β-L-ribofuranose). Yield: 60.0%. RXN SMILES: O=C[C@H]([C@H]([C@H](CO)O)O)O.S(=O)(=O)(O)O.C(=O)([O-])[O-].[Li+].[Li+].[C:22]([O:25][CH:26]1[O:38][C@@H:37]([CH2:39][O:40][C:41](=[O:43])[CH3:42])[C@H:32]([O:33][C:34](=[O:36])[CH3:35])[C@@H:27]1[O:28][C:29](=[O:31])[CH3:30])(=[O:24])[CH3:23]>CO.C(O)(=O)C.C(OC(=O)C)(=O)C.C(O)(C)C.O>[C:22]([O:25][C@H:26]1[O:38][C@@H:37]([CH2:39][O:40][C:41](=[O:43])[CH3:42])[C@H:32]([O:33][C:34](=[O:36])[CH3:35])[C@@H:27]1[O:28][C:29](=[O:31])[CH3:30])(=[O:24])[CH3:23] |f:2.3.4|. Reported procedure: In Non-Patent Document 6, L-ribose is used as a starting material, the methylation of the hydroxyl group at 1-position is carried out in methanol in the presence of sulfuric acid, the resultant mixture is then treated with lithium carbonate, the acetylation is then carried out in acetic acid and acetic anhydride, and concentrated sulfuric acid and acetic anhydride are further added thereto to carry out the acetolysis. A crude product is a mixture of α/β-anomers of 1,2,3,5-tetra-O-acetyl-L-ribofu...